From a dataset of the Open Reaction Database (ORD), a public repository of structured organic reaction records. describe an organic reaction: reactants, conditions, products, and yield Reactants: ClCCl, OCc1cccnc1, O=C(n1ccnc1)n1ccnc1. Yields the product O=C(OCc1cccnc1)n1ccnc1. Reaction SMILES: [Cl:21][CH2:22][Cl:23].[n:1]1[cH:2][c:3]([CH2:7][OH:8])[cH:4][cH:5][cH:6]1.[n:9]1([C:14](=[O:15])[n:16]2[cH:17][cH:18][n:19][cH:20]2)[cH:10][n:11][cH:12][cH:13]1>>[n:1]1[cH:2][c:3]([CH2:7][O:8][C:14]([n:9]2[cH:10][n:11][cH:12][cH:13]2)=[O:15])[cH:4][cH:5][cH:6]1. Reactants: BrC1=C(C(=O)Cl)C(=CC=C1)[Si](C)(C)C (2-Bromo-6-(trimethylsilyl)benzoyl chloride), C(C#C)N (propargylamine). Product: BrC1=C(C(=O)NCC#C)C(=CC=C1)[Si](C)(C)C (2-Bromo-N-2-propynyl-6-(trimethylsilyl)benzamide). The yield is 81.0%. RXN SMILES: [Br:1][C:2]1[CH:10]=[CH:9][CH:8]=[C:7]([Si:11]([CH3:14])([CH3:13])[CH3:12])[C:3]=1[C:4](Cl)=[O:5].[CH2:15]([NH2:18])[C:16]#[CH:17]>>[Br:1][C:2]1[CH:10]=[CH:9][CH:8]=[C:7]([Si:11]([CH3:14])([CH3:13])[CH3:12])[C:3]=1[C:4]([NH:18][CH2:15][C:16]#[CH:17])=[O:5]. Procedure details: The compound of Example d was reacted with propargylamine (3 eq) according to General Method El and the crude product was recrystallized from hexanes to afford 0.55 g of the title compound as off-white needles in 81% yield. m.p. 120-121° C. Starting materials: C(C)(C)(C)OC(CN1CC2(CCN(CC2)CC(F)(F)F)C2=CC=CC=C12)=O (tert-Butyl[1′-(2,2,2-trifluoroethyl)spiro[indole-3,4′-piperidin]-1(2H)-yl]acetate). Solvent: C(Cl)Cl (CH2Cl2), C(F)(F)(F)C(=O)O (CF3CO2H), C(F)(F)(F)C(=O)O (CF3CO2H). The product is FC(CN1CCC2(CC1)CN(C1=CC=CC=C12)CC(=O)O)(F)F ([1′-(2,2,2-Trifluoroethyl)spiro[indole-3,4′-piperidin]-1(2-H)-yl]acetic acid). As a reaction SMILES: C([O:5][C:6](=[O:27])[CH2:7][N:8]1[C:26]2[C:21](=[CH:22][CH:23]=[CH:24][CH:25]=2)[C:10]2([CH2:15][CH2:14][N:13]([CH2:16][C:17]([F:20])([F:19])[F:18])[CH2:12][CH2:11]2)[CH2:9]1)(C)(C)C>C(Cl)Cl.C(C(O)=O)(F)(F)F>[F:19][C:17]([F:18])([F:20])[CH2:16][N:13]1[CH2:14][CH2:15][C:10]2([C:21]3[C:26](=[CH:25][CH:24]=[CH:23][CH:22]=3)[N:8]([CH2:7][C:6]([OH:27])=[O:5])[CH2:9]2)[CH2:11][CH2:12]1. Procedure: A solution of tert-butyl[1′-(2,2,2-trifluoroethyl)spiro[indole-3,4′-piperidin]-1(2H)-yl]acetate (91.0 mg, 0.237 mmol) from Step B in CH2Cl2 (2 mL) and CF3CO2H (1 mL) was stirred at ambient temperature for 6 h. Added CF3CO2H (1 mL) and stirred 1 additional hour. The mixture was concentrated in vacuo. The crude product was partitioned between CH2Cl2 (20 mL) and saturated NaHCO3 (20 mL). The layers were separated and the aqueous layer was further extracted with CH2Cl2 (2×20 mL). The combined CH2Cl2...